This data is from the Open Reaction Database (ORD), a public repository of structured organic reaction records. The task is: describe an organic reaction: reactants, conditions, products, and yield Starting materials: CCO, ClCc1ccc(C2CCCCC2)cc1, Cl, [Na+], [OH-], O=C(O)C1CC(S)CN1. Yields the product O=C(O)C1CC(SCc2ccc(C3CCCCC3)cc2)CN1. RXN SMILES: [CH3:27][CH2:28][OH:29].[CH:13]1([c:19]2[cH:20][cH:21][c:22]([CH2:23][Cl:24])[cH:25][cH:26]2)[CH2:14][CH2:15][CH2:16][CH2:17][CH2:18]1.[ClH:1].[Na+:12].[OH-:11].[SH:2][CH:3]1[CH2:4][CH:5]([C:8](=[O:9])[OH:10])[NH:6][CH2:7]1>>[S:2]([CH:3]1[CH2:4][CH:5]([C:8](=[O:9])[OH:10])[NH:6][CH2:7]1)[CH2:23][c:22]1[cH:21][cH:20][c:19]([CH:13]2[CH2:14][CH2:15][CH2:16][CH2:17][CH2:18]2)[cH:26][cH:25]1. Starting materials: Cn1nnc(CNc2ccc(Cl)cc2)n1, COC(OC)C1(C)Oc2c(cccc2[N+](=O)[O-])C2OC21. Yields the product COC(OC)C1(C)Oc2c(cccc2[N+](=O)[O-])C(N(Cc2nnn(C)n2)c2ccc(Cl)cc2)C1O. Reaction SMILES: [Cl:21][c:22]1[cH:23][cH:24][c:25]([NH:28][CH2:29][c:30]2[n:31][n:32][n:33]([CH3:35])[n:34]2)[cH:26][cH:27]1.[N+:1](=[O:2])([O-:3])[c:4]1[cH:5][cH:6][cH:7][c:8]2[c:13]1[O:12][C:11]([CH:14]([O:15][CH3:16])[O:17][CH3:18])([CH3:19])[CH:10]1[CH:9]2[O:20]1>>[N+:1](=[O:2])([O-:3])[c:4]1[cH:5][cH:6][cH:7][c:8]2[c:13]1[O:12][C:11]([CH:14]([O:15][CH3:16])[O:17][CH3:18])([CH3:19])[CH:10]([OH:20])[CH:9]2[N:28]([c:25]1[cH:24][cH:23][c:22]([Cl:21])[cH:27][cH:26]1)[CH2:29][c:30]1[n:31][n:32][n:33]([CH3:35])[n:34]1. Starting materials: FC1=CC=C(C=C1)C(C#N)(C1CN(CC1)S(=O)(=O)C1=CC=C(C=C1)C)C1=CC=C(C=C1)F (α,α-bis(4-fluorophenyl)-1-[(4-methylphenyl)sulfonyl]-3-pyrrolidineacetonitrile), C1(=CC=CC=C1)O (phenol), Br (hydrobromic acid), ice, C(C(=O)[O-])(=O)[O-] (oxalate). The solvent is C(Cl)(Cl)Cl (chloroform). The product is O.C(C(=O)O)(=O)O.FC1=CC=C(C=C1)C(C#N)(C1CNCC1)C1=CC=C(C=C1)F (α,α-Bis(4-fluorophenyl)-3-pyrrolidineacetonitrile oxalate hydrate). As a reaction SMILES: [F:1][C:2]1[CH:7]=[CH:6][C:5]([C:8]([C:26]2[CH:31]=[CH:30][C:29]([F:32])=[CH:28][CH:27]=2)([CH:11]2[CH2:15][CH2:14][N:13](S(C3C=CC(C)=CC=3)(=O)=[O:17])[CH2:12]2)[C:9]#[N:10])=[CH:4][CH:3]=1.C1(O)C=CC=CC=1.Br.[C:41]([O-:46])(=[O:45])[C:42]([O-:44])=[O:43]>C(Cl)(Cl)Cl>[OH2:17].[C:41]([OH:46])(=[O:45])[C:42]([OH:44])=[O:43].[F:1][C:2]1[CH:3]=[CH:4][C:5]([C:8]([C:26]2[CH:27]=[CH:28][C:29]([F:32])=[CH:30][CH:31]=2)([CH:11]2[CH2:15][CH2:14][NH:13][CH2:12]2)[C:9]#[N:10])=[CH:6][CH:7]=1 |f:5.6.7|. Procedure details: A mixture of α,α-bis(4-fluorophenyl)-1-[(4-methylphenyl)sulfonyl]-3-pyrrolidineacetonitrile (16.6 g, 0.0367 mole), phenol (50 g, 0.53 mole) and 300 ml of 48% hydrobromic acid was heated at reflux for two hours. The reaction mixture was cooled to room temperature and made alkaline with ice/50% sodium hydroxide. The aqueous layer was extracted with chloroform. The chloroform layer was back extracted with 5% sodium hydroxide, dried over sodium sulfate and filtered, and solvent was removed to produc... Reactants: COC1=CC=C(C2=NC(N=C21)=O)CCN(CCC)CCC (4-methoxy-7-[2-(N,N-di-n-propylamino)ethyl]-1,3-benzimidazol-2-one), B(Br)(Br)Br (boron tribromide). The solvent is C(Cl)Cl (methylene chloride), C(Cl)Cl (methylene chloride). Conditions: time 4 hour. Product: Br.OC1=CC=C(C2=NC(N=C21)=O)CCN(CCC)CCC (4-hydroxy-7-[2-(N,N-di-n-propylamino)ethyl]-1,3-benzimidazol-2-one hydrobromide). The yield is 86.0%. As a reaction SMILES: C[O:2][C:3]1[C:11]2[C:7](=[N:8][C:9](=[O:12])[N:10]=2)[C:6]([CH2:13][CH2:14][N:15]([CH2:19][CH2:20][CH3:21])[CH2:16][CH2:17][CH3:18])=[CH:5][CH:4]=1.B(Br)(Br)[Br:23]>C(Cl)Cl>[BrH:23].[OH:2][C:3]1[C:11]2[C:7](=[N:8][C:9](=[O:12])[N:10]=2)[C:6]([CH2:13][CH2:14][N:15]([CH2:16][CH2:17][CH3:18])[CH2:19][CH2:20][CH3:21])=[CH:5][CH:4]=1 |f:3.4|. Procedure details: A mixture of 1.83 g (0.00629 m) of 4-methoxy-7-[2-(N,N-di-n-propylamino)ethyl]-1,3-benzimidazol-2-one in 100 ml of methylene chloride was cooled to -30° while 17.5 ml of 1M boron tribromide in methylene chloride was added dropwise. After standing at room temperature for 4 hours, the mixture yielded an oil which solidified. The residue was triturated with methanol, then recrystallized from isopropanol to give 1.94 g (86%) of 4-hydroxy-7-[2-(N,N-di-n-propylamino)ethyl]-1,3-benzimidazol-2-one hydro... Reactants: CN(C)CCN, CN(C)C=O, CSc1nn2c(Cl)cc(C)nc2c1S(=O)(=O)c1ccccc1. Product: CSc1nn2c(NCCN(C)C)cc(C)nc2c1S(=O)(=O)c1ccccc1. RXN SMILES: [CH3:1][N:2]([CH2:3][CH2:4][NH2:5])[CH3:6].[O:29]=[CH:30][N:31]([CH3:32])[CH3:33].[c:7]1([S:13](=[O:14])(=[O:15])[c:16]2[c:17]([S:27][CH3:28])[n:18][n:19]3[c:20]2[n:21][c:22]([CH3:26])[cH:23][c:24]3[Cl:25])[cH:8][cH:9][cH:10][cH:11][cH:12]1>>[CH3:1][N:2]([CH2:3][CH2:4][NH:5][c:24]1[n:19]2[n:18][c:17]([S:27][CH3:28])[c:16]([S:13]([c:7]3[cH:8][cH:9][cH:10][cH:11][cH:12]3)(=[O:14])=[O:15])[c:20]2[n:21][c:22]([CH3:26])[cH:23]1)[CH3:6]. The reactants are C(C)OC(=O)N1CCC(CC1)C1=CNC2=CC=CC=C12 (4-(1H-indol-3-yl)-piperidine-1-carboxylic acid ethyl ester), Cl.ClCCN1CCOCC1 (4-(2-chloro-ethyl)-morpholine hydrochloride). Run at time 18 hour. Product: C(C)OC(=O)N1CCC(CC1)C1=CN(C2=CC=CC=C12)CCN1CCOCC1 (4-[1-(2-morpholin-4-yl-ethyl)-1H-indol-3-yl]-piperidine-1-carboxylic acid ethyl ester). Yield: 87.5%. As a reaction SMILES: [CH2:1]([O:3][C:4]([N:6]1[CH2:11][CH2:10][CH:9]([C:12]2[C:20]3[C:15](=[CH:16][CH:17]=[CH:18][CH:19]=3)[NH:14][CH:13]=2)[CH2:8][CH2:7]1)=[O:5])[CH3:2].Cl.Cl[CH2:23][CH2:24][N:25]1[CH2:30][CH2:29][O:28][CH2:27][CH2:26]1>>[CH2:1]([O:3][C:4]([N:6]1[CH2:11][CH2:10][CH:9]([C:12]2[C:20]3[C:15](=[CH:16][CH:17]=[CH:18][CH:19]=3)[N:14]([CH2:23][CH2:24][N:25]3[CH2:30][CH2:29][O:28][CH2:27][CH2:26]3)[CH:13]=2)[CH2:8][CH2:7]1)=[O:5])[CH3:2] |f:1.2|. Procedure details: This compound was prepared following the procedure described in example 13 (part B), starting with 11 g (40 mmol) of 4-(1H-indol-3-yl)-piperidine-1-carboxylic acid ethyl ester and 9 g (48 mmol) of 4-(2-chloro-ethyl)-morpholine hydrochloride. The reaction mixture was stirred at room temperature for 18 hours. After standard work-up and purification, 13.5 g (88% of yield) of 4-[1-(2-morpholin-4-yl-ethyl)-1H-indol-3-yl]-piperidine-1-carboxylic acid ethyl ester were obtained. Reactants: NCc1ccc(Br)cc1COc1ccc(Cl)cc1I, NCc1cc(Br)ccc1COc1ccc(Cl)cc1I, Cc1ccccc1, c1ccc(P(c2ccccc2)c2ccc3ccccc3c2-c2c(P(c3ccccc3)c3ccccc3)ccc3ccccc23)cc1. Yields the product Clc1ccc2c(c1)NCc1cc(Br)ccc1CO2. As a reaction SMILES: [Br:1][c:2]1[cH:3][cH:4][c:5]([CH2:6][NH2:7])[c:8]([CH2:9][O:10][c:11]2[cH:12][cH:13][c:14]([Cl:15])[cH:16][c:17]2[I:18])[cH:19]1.[Br:20][c:21]1[cH:22][cH:23][c:24]([CH2:29][O:30][c:31]2[c:32]([I:38])[cH:33][c:34]([Cl:37])[cH:35][cH:36]2)[c:25]([CH2:26][NH2:27])[cH:28]1.[CH3:85][c:86]1[cH:87][cH:88][cH:89][cH:90][cH:91]1.[cH:39]1[cH:40][cH:41][c:42]([P:43]([c:44]2[cH:45][cH:46][c:47]3[c:48]([cH:49][cH:50][cH:51][cH:52]3)[c:53]2-[c:54]2[c:55]3[c:56]([cH:57][cH:58][cH:59][cH:60]3)[cH:61][cH:62][c:63]2[P:64]([c:65]2[cH:66][cH:67][cH:68][cH:69][cH:70]2)[c:71]2[cH:72][cH:73][cH:74][cH:75][cH:76]2)[c:77]2[cH:78][cH:79][cH:80][cH:81][cH:82]2)[cH:83][cH:84]1>>[Br:20][c:21]1[cH:22][cH:23][c:24]2[c:25]([cH:28]1)[CH2:26][NH:27][c:32]1[c:31]([cH:36][cH:35][c:34]([Cl:37])[cH:33]1)[O:30][CH2:29]2. Starting materials: CS(C)=O, COc1c(CCl)cccc1Sc1ccccc1C, [Cl-], [Na+], N#C[Na]. Product: COc1c(CC#N)cccc1Sc1ccccc1C. Reaction SMILES: [CH3:24][S:25](=[O:26])[CH3:27].[CH3:4][O:5][c:6]1[c:7]([S:14][c:15]2[c:16]([CH3:21])[cH:17][cH:18][cH:19][cH:20]2)[cH:8][cH:9][cH:10][c:11]1[CH2:12][Cl:13].[Cl-:23].[Na+:22].[Na:1][C:2]#[N:3]>>[C:2](#[N:3])[CH2:12][c:11]1[c:6]([O:5][CH3:4])[c:7]([S:14][c:15]2[c:16]([CH3:21])[cH:17][cH:18][cH:19][cH:20]2)[cH:8][cH:9][cH:10]1.